From a dataset of the Open Reaction Database (ORD), a public repository of structured organic reaction records. describe an organic reaction: reactants, conditions, products, and yield Starting materials: OC1CCNCC1 (4-hydroxypiperidine), C(C)(C)(C)OC(=O)NC(C/C=C/C(=O)O)(C)C ((2E)-5-tert-Butoxycarbonylamino-5-methylhex-2-enoic acid), C(C)(C)(C)OC(=O)N(C)[C@@H](C(=O)O)CC1=CC=CC=C1 ((2R)-2-(N-tert-butoxycarbonyl-N-methylamino)-3-phenylpropionic acid), C(C)(C)(C)OC(=O)N(C)[C@@H](C(=O)O)CC1=CC=C(C=C1)C1=CC=CC=C1 ((2R)-2-(N-tert-butoxycarbonyl-N-methylamino)-3-(biphenyl-4-yl)propionic acid). Yields the product C(C1=CC=CC=C1)[C@H](C(=O)N1CCC(CC1)O)N(C(=O)[C@@H](CC1=CC=C(C=C1)C1=CC=CC=C1)N(C(\C=C\CC(C)(C)N)=O)C)C ((2E)-5-Amino-5-methylhex-2-enoic acid N-((1R)-1-{N-[(1R)-1-benzyl-2-(4-hydroxypiperidin-1-yl)-2-oxoethyl]-N-methylcarbamoyl}-2-(biphenyl-4-yl)ethyl)-N-methylamide). Reported procedure: This compound was prepared as in example 1 but using 4-hydroxypiperidine, (2R)-2-(N-tert-butoxycarbonyl-N-methylamino)-3-phenylpropionic acid and (2R)-2-(N-tert-butoxycarbonyl-N-methylamino)-3-(biphenyl-4-yl)propionic acid and (2E)-5-tert-Butoxycarbonylamino-5-methylhex-2-enoic acid as starting materials. RXN SMILES: [OH:1][CH:2]1[CH2:7][CH2:6][NH:5][CH2:4][CH2:3]1.C(OC([N:15]([C@H:17]([CH2:21][C:22]1[CH:27]=[CH:26][CH:25]=[CH:24][CH:23]=1)[C:18]([OH:20])=O)[CH3:16])=O)(C)(C)C.C(O[C:33]([N:35]([C@H:37]([CH2:41][C:42]1[CH:47]=[CH:46][C:45]([C:48]2[CH:53]=[CH:52][CH:51]=[CH:50][CH:49]=2)=[CH:44][CH:43]=1)[C:38]([OH:40])=O)[CH3:36])=[O:34])(C)(C)C.C(OC([NH:61][C:62]([CH3:70])([CH3:69])[CH2:63]/[CH:64]=[CH:65]/C(O)=O)=O)(C)(C)C>>[CH2:21]([C@@H:17]([N:15]([CH3:16])[C:38]([C@H:37]([N:35]([CH3:36])[C:33](=[O:34])/[CH:65]=[CH:64]/[CH2:63][C:62]([NH2:61])([CH3:70])[CH3:69])[CH2:41][C:42]1[CH:43]=[CH:44][C:45]([C:48]2[CH:49]=[CH:50][CH:51]=[CH:52][CH:53]=2)=[CH:46][CH:47]=1)=[O:40])[C:18]([N:5]1[CH2:6][CH2:7][CH:2]([OH:1])[CH2:3][CH2:4]1)=[O:20])[C:22]1[CH:23]=[CH:24][CH:25]=[CH:26][CH:27]=1. The reactants are ClC=1C=C(C=CC1F)NC=1C2=C(N=CN1)C=NC(=N2)N2CCC(CC2)C2CCNCC2 (4-[(3-chloro-4-fluorophenyl)amino]-6-[4-(4-piperidinyl)-1-piperidinyl]pyrimido[5,4-d]pyrimidine), C=O (formaldehyde), C(#N)[BH3-].[Na+] (sodium cyanoborohydride), petroleum ether ethyl acetate methanol. Product: ClC=1C=C(C=CC1F)NC=1C2=C(N=CN1)C=NC(=N2)N2CCC(CC2)C2CCN(CC2)C (4-[(3-Chloro-4-fluorophenyl)amino]-6-[4-(1-methyl-4-piperidinyl)-1-piperidinyl]pyrimido[5,4-d]pyrimidine). Reaction SMILES: [Cl:1][C:2]1[CH:3]=[C:4]([NH:9][C:10]2[C:11]3[N:19]=[C:18]([N:20]4[CH2:25][CH2:24][CH:23]([CH:26]5[CH2:31][CH2:30][NH:29][CH2:28][CH2:27]5)[CH2:22][CH2:21]4)[N:17]=[CH:16][C:12]=3[N:13]=[CH:14][N:15]=2)[CH:5]=[CH:6][C:7]=1[F:8].C=O.[C:34]([BH3-])#N.[Na+]>>[Cl:1][C:2]1[CH:3]=[C:4]([NH:9][C:10]2[C:11]3[N:19]=[C:18]([N:20]4[CH2:25][CH2:24][CH:23]([CH:26]5[CH2:31][CH2:30][N:29]([CH3:34])[CH2:28][CH2:27]5)[CH2:22][CH2:21]4)[N:17]=[CH:16][C:12]=3[N:13]=[CH:14][N:15]=2)[CH:5]=[CH:6][C:7]=1[F:8] |f:2.3|. Procedure: Prepared from 4-[(3-chloro-4-fluorophenyl)amino]-6-[4-(4-piperidinyl)-1-piperidinyl]pyrimido[5,4-d]pyrimidine by reductive amination with formaldehyde and sodium cyanoborohydride. Melting point: 159°-162° C.; Rf : 0.58 (alumina; petroleum ether/ethyl acetate/methanol=10:10:1) Reactants: O=C1CCC(=O)N1Br, O=C(C(Cl)c1ccccc1)N1CCc2c(cnc3[nH]ncc23)C1, ClCCl. Yields the product O=C(C(Cl)c1ccccc1)N1CCc2c(cnc3[nH]nc(Br)c23)C1. RXN SMILES: [Br:24][N:25]1[C:26](=[O:27])[CH2:28][CH2:29][C:30]1=[O:31].[Cl:1][CH:2]([C:3](=[O:4])[N:5]1[CH2:6][CH2:7][c:8]2[c:9]3[c:10]([n:11][cH:12][c:13]2[CH2:14]1)[nH:15][n:16][cH:17]3)[c:18]1[cH:19][cH:20][cH:21][cH:22][cH:23]1.[Cl:32][CH2:33][Cl:34]>>[Cl:1][CH:2]([C:3](=[O:4])[N:5]1[CH2:6][CH2:7][c:8]2[c:9]3[c:10]([n:11][cH:12][c:13]2[CH2:14]1)[nH:15][n:16][c:17]3[Br:24])[c:18]1[cH:19][cH:20][cH:21][cH:22][cH:23]1. The reactants are C(C)(C)OC(C)C (diisopropyl ether), Cl.ClC1=CC=C(C=C1)C=1CCN(CC1)CC(CC1=C(C=C(C=C1)Cl)Cl)=O (3-[4-(4-chlorophenyl)-1,2,3,6-tetrahydro-1-pyridyl]-1-(2,4-dichlorophenyl)propanone hydrochloride), [OH-].[Na+] (sodium hydroxide), [BH4-].[Na+] (sodium borohydride). Solvent: CO (methanol). Product: ClC1=CC=C(C=C1)C=1CCN(CC1)CCC(O)C1=C(C=C(C=C1)Cl)Cl (3-[4-(4-Chlorophenyl)-1,2,3,6-tetrahydro-1-pyridyl]-1-(2,4-dichlorophenyl)propanol). Reaction SMILES: Cl.[Cl:2][C:3]1[CH:8]=[CH:7][C:6]([C:9]2[CH2:10][CH2:11][N:12]([CH2:15][C:16](=O)[CH2:17][C:18]3[CH:23]=[CH:22][C:21]([Cl:24])=[CH:20][C:19]=3[Cl:25])[CH2:13][CH:14]=2)=[CH:5][CH:4]=1.[OH-].[Na+].[BH4-].[Na+].C([O:34]C(C)C)(C)C>CO>[Cl:2][C:3]1[CH:8]=[CH:7][C:6]([C:9]2[CH2:10][CH2:11][N:12]([CH2:15][CH2:16][CH:17]([C:18]3[CH:23]=[CH:22][C:21]([Cl:24])=[CH:20][C:19]=3[Cl:25])[OH:34])[CH2:13][CH:14]=2)=[CH:5][CH:4]=1 |f:0.1,2.3,4.5|. Procedure: After adding 12.93 g (0.03 mol) of 3-[4-(4-chlorophenyl)-1,2,3,6-tetrahydro-1-pyridyl]-1-(2,4-dichlorophenyl)propanone hydrochloride to a solution of 1.2 g (0.03 mol) of sodium hydroxide in 50 ml of methanol, 1.17 g of sodium borohydride are portionwise added to the above mixture over 1 hour. After terminating the addition, the reaction mixture is boiled under reflux for 3 hours, then the reaction mixture is poured into 150 ml of water. The major part of methanol is distilled off from the so-obt... The reactants are N(=O)[O-].[Na+] (NaNO2), CN1CCC(=C2C3=CC=CC=C3C=CC4=CC=CC=C42)CC1 (reactin), C(C=C)(=O)OCC (ethyl acrylate), C(C)C=1N(C(C=C(N1)C)=O)CCOC1=CC=C(N)C=C1 (4-[2-[2-ethyl-4-methyl-6-oxo-1,6-dihydro-1-pyrimidinyl]ethoxy]aniline), Br (HBr). Reagents/catalysts: [Cu]I (copper (I) iodide). Run in O (water), CC(=O)C (acetone). Run at temperature 0 celsius, time 10 minute. Yields the product BrC(C(=O)OCC)CC1=CC=C(C=C1)OCCN1C(=NC(=CC1=O)C)CC (Ethyl 2-bromo-3-[4-[2-[2-ethyl-4-methyl-6-oxo-1,6-dihydro-1-pyrimidinyl]ethoxy]phenyl]propanoate). Yield: 55.0%. RXN SMILES: [CH2:1]([C:3]1[N:4]([CH2:11][CH2:12][O:13][C:14]2[CH:20]=[CH:19][C:17](N)=[CH:16][CH:15]=2)[C:5](=[O:10])[CH:6]=[C:7]([CH3:9])[N:8]=1)[CH3:2].[BrH:21].N([O-])=O.[Na+].CN1CCC(=C2C3C(=CC=CC=3)C=CC3C2=CC=CC=3)CC1.[C:48]([O:52][CH2:53][CH3:54])(=[O:51])[CH:49]=[CH2:50]>CC(C)=O.O.[Cu]I>[Br:21][CH:49]([CH2:50][C:17]1[CH:19]=[CH:20][C:14]([O:13][CH2:12][CH2:11][N:4]2[C:5](=[O:10])[CH:6]=[C:7]([CH3:9])[N:8]=[C:3]2[CH2:1][CH3:2])=[CH:15][CH:16]=1)[C:48]([O:52][CH2:53][CH3:54])=[O:51] |f:2.3|. Procedure: To a stirred solution of 4-[2-[2-ethyl-4-methyl-6-oxo-1,6-dihydro-1-pyrimidinyl]ethoxy]aniline (2.80 g, 10.26 mmol) (obtained from preparation 22) in acetone (10 ml) was added aqueous HBr (47%, 1 ml) and stirred for 10 min. at 0° C. To the above reaction mixture a solutin of NaNO2 (850 mg, 12.30 mmol) in water (1.7 ml) was added slowly dropwise at 0° C. and stirring was continued further for 30 min at the same temperature. To this reactin mixture, ethyl acrylate (6.77 ml, 62.0 mmol) was added an... Starting materials: aqueous solution, C(#N)[BH3-].[Na+] (sodium cyanoborohydride), C(C)(=O)O (acetic acid), C(C)(C)(C)OC(=O)N1C2CNCC2N(CC1)C(=O)OC(C)(C)C (2,5-bis-tert-butoxycarbonyl-2,5,8-triazabicyclo[4,3,0]-nonane), C=O (formaldehyde), resultant mixture. The solvent is C(C)#N (acetonitrile). Reaction conditions: time 20 minute. Yields the product C(C)(C)(C)OC(=O)N1C2CN(CC2N(CC1)C(=O)OC(C)(C)C)C (2,5-bis-tert-butoxycarbonyl-8-methyl-2,5,8-triazabicyclo[4,3,0]nonane). The yield is 96.0%. RXN SMILES: [C:1]([O:5][C:6]([N:8]1[CH2:16][CH2:15][N:14]([C:17]([O:19][C:20]([CH3:23])([CH3:22])[CH3:21])=[O:18])[CH:13]2[CH:9]1[CH2:10][NH:11][CH2:12]2)=[O:7])([CH3:4])([CH3:3])[CH3:2].C=O.[C:26]([BH3-])#N.[Na+].C(O)(=O)C>C(#N)C>[C:20]([O:19][C:17]([N:14]1[CH2:15][CH2:16][N:8]([C:6]([O:5][C:1]([CH3:4])([CH3:3])[CH3:2])=[O:7])[CH:9]2[CH:13]1[CH2:12][N:11]([CH3:26])[CH2:10]2)=[O:18])([CH3:23])([CH3:22])[CH3:21] |f:2.3|. Procedure: Added to a solution of 29 mg of the thus obtained 2,5-bis-tert-butoxycarbonyl-2,5,8-triazabicyclo[4,3,0]-nonane in acetonitrile (0.7 ml) were 0.038 ml (0.51 mmol) of a 37% aqueous solution of formaldehyde and 9.4 mg (0.15 mmol) of sodium cyanoborohydride. After the mixture was stirred for 1 hour and 20 minutes at room temperature, acetic acid was added until the reaction mixture reached pH 4, and the resultant mixture was stirred for 30 minutes at room temperature. The reaction mixture was conce... As a reaction SMILES: [CH3:2][O:3][c:4]1[cH:5][cH:6][c:7]([C:8](=[O:9])[NH:10][c:11]2[c:12]([NH:24][C:25]([c:26]3[cH:27][cH:28][c:29]([N:32]4[CH2:33][CH2:34][N:35]([CH3:39])[CH2:36][CH2:37][CH2:38]4)[cH:30][cH:31]3)=[O:40])[c:13]([O:14][CH2:15][C:16](=[O:17])[O:18][CH2:19][CH3:20])[cH:21][cH:22][cH:23]2)[cH:41][cH:42]1.[CH3:46][OH:47].[ClH:1].[ClH:45].[Na+:44].[OH-:43]>>[CH3:2][O:3][c:4]1[cH:5][cH:6][c:7]([C:8](=[O:9])[NH:10][c:11]2[c:12]([NH:24][C:25]([c:26]3[cH:27][cH:28][c:29]([N:32]4[CH2:33][CH2:34][N:35]([CH3:39])[CH2:36][CH2:37][CH2:38]4)[cH:30][cH:31]3)=[O:40])[c:13]([O:14][CH2:15][C:16](=[O:17])[OH:18])[cH:21][cH:22][cH:23]2)[cH:41][cH:42]1.[ClH:1]. Starting materials: CCOC(=O)COc1cccc(NC(=O)c2ccc(OC)cc2)c1NC(=O)c1ccc(N2CCCN(C)CC2)cc1, CO, Cl, Cl, [Na+], [OH-]. The product is COc1ccc(C(=O)Nc2cccc(OCC(=O)O)c2NC(=O)c2ccc(N3CCCN(C)CC3)cc2)cc1, Cl. Starting materials: BrC1=C(C=CC(=C1)C(C)(C)C)O (2-bromo-4-tert-butyl-phenol), C(=O)C1=CC=C(O1)B(O)O (5-formyl-furan-2-boronic acid), C([O-])([O-])=O.[Na+].[Na+] (sodium carbonate), COCCOC (1,2-dimethoxyethane), Dichlorobis(triphenylphosphine) palladium(II). The solvent is O (water), C(C)(C)(C)OC (methyl tert-butyl ether). Run at temperature 65 celsius, time 10 minute. Yields the product C(C)(C)(C)C=1C=CC(=C(C1)C1=CC=C(O1)C=O)O (5-(5-tert-butyl-2-hydroxy-phenyl)-furan-2-carbaldehyde). The yield is 7.4%. Reaction SMILES: Br[C:2]1[CH:7]=[C:6]([C:8]([CH3:11])([CH3:10])[CH3:9])[CH:5]=[CH:4][C:3]=1[OH:12].[CH:13]([C:15]1[O:19][C:18](B(O)O)=[CH:17][CH:16]=1)=[O:14].C(=O)([O-])[O-].[Na+].[Na+].COCCOC>C(OC)(C)(C)C.O>[C:8]([C:6]1[CH:5]=[CH:4][C:3]([OH:12])=[C:2]([C:18]2[O:19][C:15]([CH:13]=[O:14])=[CH:16][CH:17]=2)[CH:7]=1)([CH3:11])([CH3:10])[CH3:9] |f:2.3.4|. Reported procedure: A reaction flask was flushed with nitrogen and charged with 2-bromo-4-tert-butyl-phenol (2.019 g, 8.81 mmol), 5-formyl-furan-2-boronic acid (1.831 g, 13.09 mmol) and sodium carbonate (2.783 g, 26.26 mmol). A mixture of 1,2-dimethoxyethane (40 mL) and water (13 mL) was added and the reaction mixture was stirred for 10 min under a nitrogen atmosphere. Dichlorobis(triphenylphosphine) palladium(II) (0.193 g, 0.27 mmol) was added and the mixture was stirred and heated to 65° C. for 17 h. The mixture ...